Dataset: the Open Reaction Database (ORD), a public repository of structured organic reaction records. Task: describe an organic reaction: reactants, conditions, products, and yield The product is Cc1ccc2c(c1)Oc1ccc(Cl)cc1N1CCCC(NC(=O)C(F)(F)F)C21. Starting materials: O=C(NC1CCCN2c3cc(Cl)ccc3Oc3cc(Br)ccc3C12)C(F)(F)F, C1CCOC1, C[Zn+], C12C3C4C5C1[Fe]23451678C2C1C6C7C28, [Cl-], [Cl-], [NH4+], Cl[Pd]Cl. RXN SMILES: [Br:1][c:2]1[cH:3][c:4]2[c:5]([cH:27][cH:28]1)[CH:6]1[N:7]([c:8]3[c:9]([cH:11][cH:12][c:13]([Cl:15])[cH:14]3)[O:10]2)[CH2:16][CH2:17][CH2:18][CH:19]1[NH:20][C:21]([C:22]([F:23])([F:24])[F:25])=[O:26].[CH2:34]1[O:35][CH2:36][CH2:37][CH2:38]1.[CH3:30][Zn+:31].[CH:39]12[Fe:40]3456789([CH:41]%10[CH:42]3[CH:43]4[CH:44]5[CH:45]6%10)[CH:46]([CH:47]17)[CH:48]8[CH:49]29.[Cl-:29].[Cl-:32].[NH4+:33].[Pd:50]([Cl:51])[Cl:52]>>[c:2]1([CH3:30])[cH:3][c:4]2[c:5]([cH:27][cH:28]1)[CH:6]1[N:7]([c:8]3[c:9]([cH:11][cH:12][c:13]([Cl:15])[cH:14]3)[O:10]2)[CH2:16][CH2:17][CH2:18][CH:19]1[NH:20][C:21]([C:22]([F:23])([F:24])[F:25])=[O:26].